From a dataset of the Open Reaction Database (ORD), a public repository of structured organic reaction records. describe an organic reaction: reactants, conditions, products, and yield Starting materials: [Li+].[OH-] (LiOH), OC1=CC=C(C=C1)[C@H](CC(=O)OCC)C=1N(N=NC1)C ((S)-ethyl 3-(4-hydroxyphenyl)-3-(3-methyl-3H-1,2,3-triazol-4-yl)propanoate), BrCC=1C=C2C(CCC(C2=CC1)(C)C)(C)C (6-(bromomethyl)-1,1,4,4-tetramethyl-1,2,3,4-tetrahydronaphthalene), C([O-])([O-])=O.[Cs+].[Cs+] (cesium carbonate). Solvent: O (water), CN(C)C=O (DMF). Run at time 16 hour. The product is CN1N=NC=C1[C@@H](CC(=O)O)C1=CC=C(C=C1)OCC1=CC=2C(CCC(C2C=C1)(C)C)(C)C ((S)-3-(3-methyl-3H-1,2,3-triazol-4-yl)-3-(4-((5,5,8,8-tetramethyl-5,6,7,8-tetrahydronaphthalen-2-yl)methoxy)phenyl)propanoic acid). The yield is 40.0%. Reaction SMILES: [OH:1][C:2]1[CH:7]=[CH:6][C:5]([C@@H:8]([C:15]2[N:16]([CH3:20])[N:17]=[N:18][CH:19]=2)[CH2:9][C:10]([O:12]CC)=[O:11])=[CH:4][CH:3]=1.Br[CH2:22][C:23]1[CH:24]=[C:25]2[C:30](=[CH:31][CH:32]=1)[C:29]([CH3:34])([CH3:33])[CH2:28][CH2:27][C:26]2([CH3:36])[CH3:35].C(=O)([O-])[O-].[Cs+].[Cs+].[Li+].[OH-]>CN(C=O)C.O>[CH3:20][N:16]1[C:15]([C@H:8]([C:5]2[CH:4]=[CH:3][C:2]([O:1][CH2:22][C:23]3[CH:32]=[CH:31][C:30]4[C:29]([CH3:34])([CH3:33])[CH2:28][CH2:27][C:26]([CH3:36])([CH3:35])[C:25]=4[CH:24]=3)=[CH:7][CH:6]=2)[CH2:9][C:10]([OH:12])=[O:11])=[CH:19][N:18]=[N:17]1 |f:2.3.4,5.6|. Procedure: A mixture of 73.6 (0.15 mmol), 6-(bromomethyl)-1,1,4,4-tetramethyl-1,2,3,4-tetrahydronaphthalene (0.18 mmol) and cesium carbonate (0.2 mmol) in DMF (2 mL), was stirred at room temperature for 16 hours. To the reaction mixture was added LiOH in water (1 mL, 1N solution), and the resulting mixture was stirred at 50° C. for 3 hours. The mixture was filtered and purified by reverse phase HPLC to give 73 (26 mg, 0.06 mmol) after lyophilization. MS ESI (pos.) m/e 448.3 (M+H). 1H NMR (500 MHz) (CDCl3) ... Starting materials: [Cl-].[NH4+] (Ammonium chloride), [Li]N([Si](C)(C)C)[Si](C)(C)C (LiN(TMS)2), CN1N=C(C=2CCC=3C=NC(=NC3C21)NC2=C(C=C(C=C2)Br)OC(F)(F)F)C(=O)OCC (Ethyl 1-methyl-8-(2-trifluoromethoxy-4-bromophenylamino]-4,5-dihydro-1H-pyrazolo[4,3-h]quinazoline-3-carboxylate). The solvent is C1CCOC1 (THF), O1CCCC1 (tetrahydrofuran). Reaction conditions: time 0.5 hour. Product: CN1N=C(C=2CCC=3C=NC(=NC3C21)NC2=C(C=C(C=C2)Br)OC(F)(F)F)C(=O)N (1-methyl-8-(2-trifluoromethoxy-4-bromophenylamino]-4,5-dihydro-1H-pyrazolo[4,3-h]quinazoline-3-carboxamide). Isolated yield 93.0%. Reaction SMILES: [CH3:1][N:2]1[C:14]2[C:13]3[N:12]=[C:11]([NH:15][C:16]4[CH:21]=[CH:20][C:19]([Br:22])=[CH:18][C:17]=4[O:23][C:24]([F:27])([F:26])[F:25])[N:10]=[CH:9][C:8]=3[CH2:7][CH2:6][C:5]=2[C:4]([C:28]([O:30]CC)=O)=[N:3]1.[Cl-].[NH4+].[Li][N:36]([Si](C)(C)C)[Si](C)(C)C>O1CCCC1>[CH3:1][N:2]1[C:14]2[C:13]3[N:12]=[C:11]([NH:15][C:16]4[CH:21]=[CH:20][C:19]([Br:22])=[CH:18][C:17]=4[O:23][C:24]([F:25])([F:26])[F:27])[N:10]=[CH:9][C:8]=3[CH2:7][CH2:6][C:5]=2[C:4]([C:28]([NH2:36])=[O:30])=[N:3]1 |f:1.2|. Procedure: Ethyl 1-methyl-8-(2-trifluoromethoxy-4-bromophenylamino]-4,5-dihydro-1H-pyrazolo[4,3-h]quinazoline-3-carboxylate (330 mg, 0.64 mmol) was suspended in 10 mL of tetrahydrofuran. Ammonium chloride (106 mg 2.0 mmol) and LiN(TMS)2 1 N in THF (4.0 mL, 4.0 mmol) were added. The mixture was stirred at room temperature for 0.5 h. The solvent was then evaporated to dryness, the residue suspended in water and filtered to afford 288 mg (93% yield) of the title compound. Starting materials: C(C)(C)(C)OC(NC1=NC(=C(C(=C1)C)CNC(=O)C=1C=NN(C1)CC1=CC=C(C=C1)CCl)C)=O ([5-({[1-(4-Chloromethyl-benzyl)-1H-pyrazole-4-carbonyl]-amino}-methyl)-4,6-dimethyl-pyridin-2-yl]-carbamic acid tert-butyl ester), C1(CCC(N1)=O)=O (succinimide), C([O-])([O-])=O.[K+].[K+] (potassium carbonate). Run in CC(=O)C (acetone). Run at temperature 80 celsius, time 24 hour. Yields the product C(C)(C)(C)OC(NC1=NC(=C(C(=C1)C)CNC(=O)C=1C=NN(C1)CC1=CC=C(C=C1)CN1C(CCC1=O)=O)C)=O ({5-[({1-[4-(2,5-Dioxo-pyrrolidin-1-ylmethyl)-benzyl]-1H-pyrazole-4-carbonyl}-amino)-methyl]-4,6-dimethyl-pyridin-2-yl}-carbamic acid tert-butyl ester). As a reaction SMILES: [C:1]([O:5][C:6](=[O:34])[NH:7][C:8]1[CH:13]=[C:12]([CH3:14])[C:11]([CH2:15][NH:16][C:17]([C:19]2[CH:20]=[N:21][N:22]([CH2:24][C:25]3[CH:30]=[CH:29][C:28]([CH2:31]Cl)=[CH:27][CH:26]=3)[CH:23]=2)=[O:18])=[C:10]([CH3:33])[N:9]=1)([CH3:4])([CH3:3])[CH3:2].[C:35]1(=[O:41])[NH:39][C:38](=[O:40])[CH2:37][CH2:36]1.C(=O)([O-])[O-].[K+].[K+]>CC(C)=O>[C:1]([O:5][C:6](=[O:34])[NH:7][C:8]1[CH:13]=[C:12]([CH3:14])[C:11]([CH2:15][NH:16][C:17]([C:19]2[CH:20]=[N:21][N:22]([CH2:24][C:25]3[CH:30]=[CH:29][C:28]([CH2:31][N:39]4[C:35](=[O:41])[CH2:36][CH2:37][C:38]4=[O:40])=[CH:27][CH:26]=3)[CH:23]=2)=[O:18])=[C:10]([CH3:33])[N:9]=1)([CH3:4])([CH3:3])[CH3:2] |f:2.3.4|. Procedure: A mixture of [5-({[1-(4-Chloromethyl-benzyl)-1H-pyrazole-4-carbonyl]-amino}-methyl)-4,6-dimethyl-pyridin-2-yl]-carbamic acid tert-butyl ester (67 mg, 0.1 mmol), succinimide (12 mg, 0.1 mmol) and potassium carbonate (84 mg, 0.6 mmol) in 50 mL acetone was stirred at 80° C. for 24 h. The mixture was filtrated and concentrated in vacuo. The crude was purified by preparative HPLC (Waters Sunfire Prep C18 PBD 5 um, 30×100 mm, 5 to 100% ACN and 0.1% TFA, flow 40ml/min) to yield the title compound. LCMS... Reactants: [Li]CCCC, CCOc1ccc(CC#N)cc1, CCCCCC, ClCCCl, Cl, C1CCOC1. RXN SMILES: [CH2:1]([CH2:2][CH2:4][CH3:5])[Li:3].[CH2:6]([CH3:7])[O:8][c:9]1[cH:10][cH:11][c:12]([CH2:15][C:16]#[N:17])[cH:13][cH:14]1.[CH3:23][CH2:24][CH2:25][CH2:26][CH2:27][CH3:28].[Cl:18][CH2:19][CH2:20][Cl:21].[ClH:22].[O:29]1[CH2:30][CH2:31][CH2:32][CH2:33]1>>[CH2:1]1[CH2:2][C:15]1([c:12]1[cH:11][cH:10][c:9]([O:8][CH2:6][CH3:7])[cH:14][cH:13]1)[C:16]#[N:17]. The product is CCOc1ccc(C2(C#N)CC2)cc1. Starting materials: Cl[Si](C)(C)C (chlorotrimethylsilane), C(C1=CC=CC=C1)(=O)NC1=C2N=CN(C2=NC=N1)[C@H]1[C@@H](O)[C@H](O)[C@H](O1)CO (N6 -Benzoyl-9-β-D-arabinofuranosyladenine), Nucleic Acid. Product: N1=CN=C2N=CNC2=C1N (adenine). Reaction SMILES: Cl[Si](C)(C)C.C([NH:14][C:15]1[N:23]=[CH:22][N:21]=[C:20]2[C:16]=1[N:17]=[CH:18][N:19]2[C@@H]1O[C@H](CO)[C@@H](O)[C@@H]1O)(=O)C1C=CC=CC=1>>[N:23]1[C:15]([NH2:14])=[C:16]2[C:20]([N:19]=[CH:18][NH:17]2)=[N:21][CH:22]=1. Procedure details: N6 -Benzoyl-9-(2'-fluoro-b-D-ribofuranosyl) adenine was prepared from 9-β-D-arabinofuranosyladenine in a five-step synthesis using a modification of a procedure reported by Ikehara at al. [Nucleosides and Nucleotides, 2, 373-385 (1983)]. The N6 -benzoyl derivative was obtained in good yield utilizing the method of transient protection with chlorotrimethylsilane. Jones [J. Am. Chem. Soc., 104, 1316 (1982)]. Selective protection of the 3' and 5'-hydroxyl groups of N6 -Benzoyl-9-β-D-arabinofuranosy... Run in CN(C=O)C (N,N-dimethylformamide). The product is C(C1=CC=CC=C1)NC(=O)C1=C(N=C(S1)N1C(C=C(C=C1)C1=CC=CC=C1)=O)C (N-benzyl-4-methyl-2-(2-oxo-4-phenylpyridin-1(2H)-yl)thiazole-5-carboxamide). Reaction conditions: time 5 hour. Reactants: CC=1N=C(SC1C(=O)O)N1C(C=C(C=C1)C1=CC=CC=C1)=O (4-methyl-2-(2-oxo-4-phenylpyridin-1(2H)-yl)thiazole-5-carboxylic acid), ON1N=NC2=C1C=CC=C2 (1-hydroxybenzotriazole), CN(CCCN=C=NCC)C (N-(3-dimethylaminopropyl)-N′-ethylcarbodiimide), C(C)(C)N(C(C)C)CC (N,N-diisopropylethylamine), C(C1=CC=CC=C1)N (benzylamine). Isolated yield 46.7%. Procedure: To a solution of 4-methyl-2-(2-oxo-4-phenylpyridin-1(2H)-yl)thiazole-5-carboxylic acid (0.20 g, 0.64 mmol) in anhydrous N,N-dimethylformamide (3 mL) was added 1-hydroxybenzotriazole (0.23 g, 1.67 mmol), N-(3-dimethylaminopropyl)-N′-ethylcarbodiimide (0.15 g, 0.77 mmol), N,N-diisopropylethylamine (0.11 g, 0.83 mmol), and benzylamine (0.084 mL, 0.77 mmol). The reaction mixture was stirred at ambient temperature for 5 hours and N,N-dimethylformamide was removed in vacuo. The residue was dissolved i... Reaction SMILES: [CH3:1][C:2]1[N:3]=[C:4]([N:10]2[CH:15]=[CH:14][C:13]([C:16]3[CH:21]=[CH:20][CH:19]=[CH:18][CH:17]=3)=[CH:12][C:11]2=[O:22])[S:5][C:6]=1[C:7](O)=[O:8].ON1C2C=CC=CC=2N=N1.CN(C)CCCN=C=NCC.C(N(CC)C(C)C)(C)C.[CH2:53]([NH2:60])[C:54]1[CH:59]=[CH:58][CH:57]=[CH:56][CH:55]=1>CN(C)C=O>[CH2:53]([NH:60][C:7]([C:6]1[S:5][C:4]([N:10]2[CH:15]=[CH:14][C:13]([C:16]3[CH:17]=[CH:18][CH:19]=[CH:20][CH:21]=3)=[CH:12][C:11]2=[O:22])=[N:3][C:2]=1[CH3:1])=[O:8])[C:54]1[CH:59]=[CH:58][CH:57]=[CH:56][CH:55]=1. Product: COC1=NC(=NC(=C1)C(F)(F)F)NC(=O)OC1=CC=CC=C1 (4-Methoxy-2-[(phenoxycarbonyl)amino]-6-trifluoromethylpyrimidine). The reactants are C1(=CC=CC=C1)O (phenol), N(=C=O)C1=NC(=CC(=N1)OC)C(F)(F)F (2-isocyanato-4-methoxy-6-trifluoromethylpyrimidine). Reaction conditions: time 16 hour. Reaction SMILES: [C:1]1([OH:7])[CH:6]=[CH:5][CH:4]=[CH:3][CH:2]=1.[N:8]([C:11]1[N:16]=[C:15]([O:17][CH3:18])[CH:14]=[C:13]([C:19]([F:22])([F:21])[F:20])[N:12]=1)=[C:9]=[O:10]>C(Cl)Cl>[CH3:18][O:17][C:15]1[CH:14]=[C:13]([C:19]([F:20])([F:22])[F:21])[N:12]=[C:11]([NH:8][C:9]([O:7][C:1]2[CH:6]=[CH:5][CH:4]=[CH:3][CH:2]=2)=[O:10])[N:16]=1. The yield is 86.6%. The solvent is C(Cl)Cl (methylene chloride). Procedure details: 4.2 g of phenol (45 mmol) were added at 25° C. to a solution of 9.9 g of 2-isocyanato-4-methoxy-6-trifluoromethylpyrimidine (45 mmol) in 50 ml of methylene chloride. Stirring was carried out for 16 hours at 25° C., the methylene chloride was distilled off under reduced pressure and the residue was stirred vigorously with 100 ml of a diisopropyl ether/hexane mixture (v/v 1:20), whereupon crystallization occurred. The product was filtered off with suction and dried under reduced pressure from a wa... Reactants: [F-].[Cs+] (Cesium fluoride), C(=C/C)/B(O)O (cis-propenylboronic acid), FC(C(C(F)(F)F)(OCOC)C1=CC(=C(C(=C1)CCC)O)I)(F)F (4-[1,1,1,3,3,3-hexafluoro-2-(methoxymethyl)oxypropan-2-yl]-2-iodo-6-propylphenol). Reagents/catalysts: C1=CC=C(C=C1)P([C-]2C=CC=C2)C3=CC=CC=C3.C1=CC=C(C=C1)P([C-]2C=CC=C2)C3=CC=CC=C3.Cl[Pd]Cl.[Fe+2] ([1,1′-bis(diphenylphosphino)ferrocene]dichloropalladium). The solvent is C1(=CC=CC=C1)C (toluene). Conditions: time 8 hour. Yields the product FC(C(C(F)(F)F)(OCOC)C1=CC(=C(C(=C1)CCC)O)\C=C/C)(F)F (4-[1,1,1,3,3,3-hexafluoro-2-(methoxymethyl)oxypropan-2-yl]-2-[(1Z)-1-propenyl]-6-propylphenol). Yield: 181.5%. As a reaction SMILES: [F-].[Cs+].[CH:3](/B(O)O)=[CH:4]/[CH3:5].[F:9][C:10]([F:32])([F:31])[C:11]([C:20]1[CH:25]=[C:24]([CH2:26][CH2:27][CH3:28])[C:23]([OH:29])=[C:22](I)[CH:21]=1)([O:16][CH2:17][O:18][CH3:19])[C:12]([F:15])([F:14])[F:13]>C1(C)C=CC=CC=1.C1C=CC(P(C2C=CC=CC=2)[C-]2C=CC=C2)=CC=1.C1C=CC(P(C2C=CC=CC=2)[C-]2C=CC=C2)=CC=1.Cl[Pd]Cl.[Fe+2]>[F:9][C:10]([F:32])([F:31])[C:11]([C:20]1[CH:25]=[C:24]([CH2:26][CH2:27][CH3:28])[C:23]([OH:29])=[C:22](/[CH:3]=[CH:4]\[CH3:5])[CH:21]=1)([O:16][CH2:17][O:18][CH3:19])[C:12]([F:15])([F:14])[F:13] |f:0.1,5.6.7.8|. Procedure details: Cesium fluoride (1.24 g), cis-propenylboronic acid (1.54 g) and [1,1′-bis(diphenylphosphino)ferrocene]dichloropalladium (II) (0.49 g) were added to a mixed solution of 4-[1,1,1,3,3,3-hexafluoro-2-(methoxymethyl)oxypropan-2-yl]-2-iodo-6-propylphenol (2.83 g, 5.99 mmol) in toluene (60 mL) in an argon atmosphere at room temperature, followed by stirring overnight. After completion of the reaction, the reaction solution was extracted with ethyl acetate-water, and the organic layer was concentrated u...